This data is from the Open Reaction Database (ORD), a public repository of structured organic reaction records. The task is: describe an organic reaction: reactants, conditions, products, and yield Procedure details: 354 mg of 5,7-dihydroxy-2-methylthiochromone (1.58 mmol), 1.09 g of potassium carbonate (7.90 mmol), 0.79 ml isopropyl iodide (7.90 mmol) and 20 ml acetone were refluxed overnight. After addition of 2.95 ml methyl iodide (47.4 mmol), the mixture was further refluxed overnight. Following addition of water, the reaction solution was extracted twice with ethyl acetate, and the organic layer was washed with saturated NaCl water and dried over sodium sulfate anhydride. The solvent was distilled off u... As a reaction SMILES: [OH:1][C:2]1[CH:11]=[C:10]([OH:12])[CH:9]=[C:8]2[C:3]=1[C:4](=[S:14])[CH:5]=[C:6]([CH3:13])[O:7]2.C(=O)([O-])[O-].[K+].[K+].[CH:21](I)([CH3:23])[CH3:22].[CH3:25]I>O.CC(C)=O>[CH:21]([O:12][C:10]1[CH:9]=[C:8]2[C:3]([C:4](=[S:14])[CH:5]=[C:6]([CH3:13])[O:7]2)=[C:2]([O:1][CH3:25])[CH:11]=1)([CH3:23])[CH3:22] |f:1.2.3|. Yield: 54.6%. The product is C(C)(C)OC1=CC(=C2C(C=C(OC2=C1)C)=S)OC (7-isopropoxy-5-methoxy-2-methylthiochromone). Starting materials: CI (methyl iodide), OC1=C2C(C=C(OC2=CC(=C1)O)C)=S (5,7-dihydroxy-2-methylthiochromone), C([O-])([O-])=O.[K+].[K+] (potassium carbonate), C(C)(C)I (isopropyl iodide). Solvent: CC(=O)C (acetone), O (water). The reactants are C(C1=CC=CC=C1)NC1=CC=C2C(C(N(C2=C1)C(C)C)=O)(C)C (6-(benzylamino)-1-isopropyl-3,3-dimethylindolin-2-one). Reagents/catalysts: [Pd] (Palladium on activated carbon), [Pd] (Palladium on activated carbon). Solvent: C(C)O (ethanol). Reaction conditions: time 16 hour. The product is NC1=CC=C2C(C(N(C2=C1)C(C)C)=O)(C)C (6-Amino-1-isopropyl-3,3-dimethyl-1,3-dihydro-indol-2-one), solid. Reaction SMILES: C([NH:8][C:9]1[CH:17]=[C:16]2[C:12]([C:13]([CH3:23])([CH3:22])[C:14](=[O:21])[N:15]2[CH:18]([CH3:20])[CH3:19])=[CH:11][CH:10]=1)C1C=CC=CC=1>[Pd].C(O)C>[NH2:8][C:9]1[CH:17]=[C:16]2[C:12]([C:13]([CH3:23])([CH3:22])[C:14](=[O:21])[N:15]2[CH:18]([CH3:19])[CH3:20])=[CH:11][CH:10]=1. Reported procedure: Palladium on activated carbon (10%, 276 mg, 259 μmol) was added to a solution of 6-(benzylamino)-1-isopropyl-3,3-dimethylindolin-2-one (1.60 g, 5.18 mmol) in ethanol (75 ml). The mixture was stirred at room temperature under an hydrogen atmosphere (balloon) for 16 hours. As reaction was incomplete, the catalyst was filtered off and washed with ethanol. The solvent was evaporated and ethanol (75 ml) was added to the residue. Palladium on activated carbon (276 mg, 259 μmol) was added and hydrogena...